This data is from the Open Reaction Database (ORD), a public repository of structured organic reaction records. The task is: describe an organic reaction: reactants, conditions, products, and yield Reactants: C(C)(C)(C)OC(=O)N1[C@@H]([C@H]2CC(C[C@H]2C1)C)CO ((1S,2S,5R)-2-hydroxymethyl-7-methyl-3-aza-bicyclo[3.3.0]-octane-3-carboxylic acid tert.-butyl ester), C(C(=O)Cl)(=O)Cl (oxalyl chloride), CS(=O)C (DMSO), CCN(C(C)C)C(C)C (DIPEA). Run in C(Cl)Cl (DCM), O (water), C(Cl)Cl (DCM), C(Cl)Cl (DCM). Run at time 10 minute. The product is C(C)(C)(C)OC(=O)N1[C@@H]([C@H]2CC(C[C@H]2C1)C)C=O ((1S,2S,5R)-2-formyl-7-methyl-3-aza-bicyclo[3.3.0]-octane-3-carboxylic acid tert.-butyl ester). RXN SMILES: C(Cl)(=O)C(Cl)=O.CS(C)=O.[C:11]([O:15][C:16]([N:18]1[CH2:25][C@H:24]2[C@H:20]([CH2:21][CH:22]([CH3:26])[CH2:23]2)[C@H:19]1[CH2:27][OH:28])=[O:17])([CH3:14])([CH3:13])[CH3:12].CCN(C(C)C)C(C)C>C(Cl)Cl.O>[C:11]([O:15][C:16]([N:18]1[CH2:25][C@H:24]2[C@H:20]([CH2:21][CH:22]([CH3:26])[CH2:23]2)[C@H:19]1[CH:27]=[O:28])=[O:17])([CH3:13])([CH3:14])[CH3:12]. Reported procedure: To a cold (−60° C.) solution of oxalyl chloride (0.081 mL, 1.2 eq) in dry DCM (2.2 mL) was added dropwise a solution of DMSO (0.13 mL, 2.2 eq) in dry DCM (1.7 mL) within 4 min. After 10 min, was added dropwise (1S,2S,5R)-2-hydroxymethyl-7-methyl-3-aza-bicyclo[3.3.0]-octane-3-carboxylic acid tert.-butyl ester (206 mg) in dry DCM (1.2 mL) during 5 min. After 2 min a white suspension was formed. Stirring was continued 30 min at −55° C., then DIPEA (0.690 mL, 5 eq) (which was dried over 3A M.S.) was...